From a dataset of the Open Reaction Database (ORD), a public repository of structured organic reaction records. describe an organic reaction: reactants, conditions, products, and yield The reactants are COC1=CC(=C(C=C1)C=1C=C2C=C(C(=CC2=CC1)OC)OC)[N+](=O)[O-] (6-(4-Methoxy-2-nitrophenyl)-2,3-dimethoxynaphthalene). The reagents and catalysts are [Pd] (palladium on carbon). Solvent: C(C)(=O)OCC (ethyl acetate). Yields the product NC1=C(C=CC(=C1)OC)C=1C=C2C=C(C(=CC2=CC1)OC)OC (6-(2-Amino-4-methoxyphenyl)-2,3-dimethoxynaphthalene). Yield: 85.4%. RXN SMILES: [CH3:1][O:2][C:3]1[CH:8]=[CH:7][C:6]([C:9]2[CH:10]=[C:11]3[C:16](=[CH:17][CH:18]=2)[CH:15]=[C:14]([O:19][CH3:20])[C:13]([O:21][CH3:22])=[CH:12]3)=[C:5]([N+:23]([O-])=O)[CH:4]=1>C(OCC)(=O)C.[Pd]>[NH2:23][C:5]1[CH:4]=[C:3]([O:2][CH3:1])[CH:8]=[CH:7][C:6]=1[C:9]1[CH:10]=[C:11]2[C:16](=[CH:17][CH:18]=1)[CH:15]=[C:14]([O:19][CH3:20])[C:13]([O:21][CH3:22])=[CH:12]2. Procedure details: 6-(4-Methoxy-2-nitrophenyl)-2,3-dimethoxynaphthalene 29 (18 mg, 0.053 mmol) was hydrogenated overnight in ethyl acetate (20 mL) at 40˜45 lb./sq. in. using 10% palladium on carbon (10 mg) as catalyst. The reaction solution was passed through a Celite bed and the catalyst was washed with ethyl acetate (10 mL×3). Concentration in vacuo gave the crude product. The residue was chromatographed using a 60:40 mixture of hexanes:ethyl acetate to give 32 (14 mg) in 85% yield; 1H NMR (CDCl3) δ3.83 (3H, s),... Starting materials: CCOc1cc(C(CC(=O)O)N2C(=O)c3ccc(C(C)(C)C)cc3C2=O)ccc1OC, O=C(c1ncc[nH]1)c1ncc[nH]1, Cl, NO, C1CCOC1. Yields the product CCOc1cc(C(CC(=O)NO)N2C(=O)c3ccc(C(C)(C)C)cc3C2=O)ccc1OC. As a reaction SMILES: [C:1]([CH3:2])([CH3:3])([CH3:4])[c:5]1[cH:6][c:7]2[c:8]([cH:30][cH:31]1)[C:9](=[O:10])[N:11]([CH:14]([CH2:15][C:16](=[O:17])[OH:18])[c:19]1[cH:20][c:21]([O:27][CH2:28][CH3:29])[c:22]([O:25][CH3:26])[cH:23][cH:24]1)[C:12]2=[O:13].[C:32]([c:33]1[nH:34][cH:35][cH:36][n:37]1)([c:38]1[nH:39][cH:40][cH:41][n:42]1)=[O:43].[ClH:44].[NH2:45][OH:46].[O:47]1[CH2:48][CH2:49][CH2:50][CH2:51]1>>[C:1]([CH3:2])([CH3:3])([CH3:4])[c:5]1[cH:6][c:7]2[c:8]([cH:30][cH:31]1)[C:9](=[O:10])[N:11]([CH:14]([CH2:15][C:16](=[O:17])[NH:45][OH:46])[c:19]1[cH:20][c:21]([O:27][CH2:28][CH3:29])[c:22]([O:25][CH3:26])[cH:23][cH:24]1)[C:12]2=[O:13]. The reactants are CC1=NC=CC=C1C(=O)O (2-methylpyridine-3-carboxylic acid), ClC(=O)OCC (Ethyl chloroformate), NCC1CCN(CC1)C[C@H]1COC2=C(O1)C=C(C=C2)Cl ((S)-4-(Aminomethyl)-1-(7-chloro-1,4-benzodioxan-2-ylmethyl)piperidine). The solvent is ClCCl (dichloromethane), C(C)N(CC)CC (Triethylamine), ClCCl (dichloromethane), C(C)N(CC)CC (triethylamine), CO (methanol), ClCCl (dichloromethane), CO (methanol), ice water. Reaction conditions: time 24 hour. The product is ClC=1C=CC2=C(O[C@H](CO2)CN2CCC(CC2)CNC(=O)C=2C(=NC=CC2)C)C1 ((S)-N-{[1-(7-chloro-1,4-benzodioxan-2-ylmethyl)-4-piperidyl]methyl}-2-methylpyridine-3-carboxamide). Isolated yield 23.7%. As a reaction SMILES: [CH3:1][C:2]1[C:7]([C:8]([OH:10])=O)=[CH:6][CH:5]=[CH:4][N:3]=1.ClC(OCC)=O.[NH2:17][CH2:18][CH:19]1[CH2:24][CH2:23][N:22]([CH2:25][C@@H:26]2[O:31][C:30]3[CH:32]=[C:33]([Cl:36])[CH:34]=[CH:35][C:29]=3[O:28][CH2:27]2)[CH2:21][CH2:20]1>ClCCl.C(N(CC)CC)C.CO>[Cl:36][C:33]1[CH:34]=[CH:35][C:29]2[O:28][CH2:27][C@H:26]([CH2:25][N:22]3[CH2:21][CH2:20][CH:19]([CH2:18][NH:17][C:8]([C:7]4[C:2]([CH3:1])=[N:3][CH:4]=[CH:5][CH:6]=4)=[O:10])[CH2:24][CH2:23]3)[O:31][C:30]=2[CH:32]=1. Reported procedure: Triethylamine (0.47 ml) was added to a suspension of 2-methylpyridine-3-carboxylic acid (0.46 g) in dichloromethane and the mixture cooled in ice water. Ethyl chloroformate (0.33 ml) was added with stirring and the mixture allowed to warm to ambient temperature during 18 hours. (S)-4-(Aminomethyl)-1-(7-chloro-1,4-benzodioxan-2-ylmethyl)piperidine (1.0 g) was added and stirring continued for 24 hours. The solvent was evaporated and the residue triturated with water, collected by filtration, and p... Starting materials: BrC=1C=C2C=CC(=CC2=CC1)C(=O)OC (methyl 6-bromo-2-naphthoate), C1CCOC1 (THF), O.[OH-].[Li+] (lithium hydroxide hydrate). Solvent: O (water). Run at time 48 hour. The product is BrC=1C=C2C=CC(=CC2=CC1)C(=O)O (6-bromo-2-naphthoic acid), solid. The yield is 70.0%. Reaction SMILES: [Br:1][C:2]1[CH:3]=[C:4]2[C:9](=[CH:10][CH:11]=1)[CH:8]=[C:7]([C:12]([O:14]C)=[O:13])[CH:6]=[CH:5]2.C1COCC1.O.[OH-].[Li+]>O>[Br:1][C:2]1[CH:3]=[C:4]2[C:9](=[CH:10][CH:11]=1)[CH:8]=[C:7]([C:12]([OH:14])=[O:13])[CH:6]=[CH:5]2 |f:2.3.4|. Procedure: A solution of methyl 6-bromo-2-naphthoate (7.70 g, 29.0 mmol) in 2:1 THF:water (150 mL) was treated with lithium hydroxide hydrate (2.44 g, 58.1 mmol) followed by stirring at room temperature for 48 h. Concentrated under vacuum, diluted with water and cooled to 0° C. Acidified to pH3 with 4N HCl. Solids were collected by filtration, dissolved in toluene-EtOAc (ca. 2 L) and washed with brine. Dried over Na2SO4, filtered and concentrated under vacuum. Brown solid was triturated with ether, collect... Procedure: Using (2,6-difluoro-4-iodophenyl)[4-(3,5-dimethylpyridin-2-yl)piperazin-1-yl]methanone (743 mg) described in Preparation Example 158 and (R)-3-methylisothiazolidine 1,1-dioxide (220 mg) described in Preparation Example 2 and by the reaction and treatment in the same manner as in Example 1, the title compound (421 mg) was obtained. The product is FC1=C(C(=CC(=C1)N1S(CC[C@H]1C)(=O)=O)F)C(=O)N1CCN(CC1)C1=NC=C(C=C1C)C ((R)-[2,6-difluoro-4-(3-methyl-1,1-dioxo-1λ6-isothiazolidin-2-yl)phenyl][4-(3,5-dimethylpyridin-2-yl)piperazin-1-yl]methanone). RXN SMILES: [F:1][C:2]1[CH:7]=[C:6](I)[CH:5]=[C:4]([F:9])[C:3]=1[C:10]([N:12]1[CH2:17][CH2:16][N:15]([C:18]2[C:23]([CH3:24])=[CH:22][C:21]([CH3:25])=[CH:20][N:19]=2)[CH2:14][CH2:13]1)=[O:11].[CH3:26][C@@H:27]1[CH2:31][CH2:30][S:29](=[O:33])(=[O:32])[NH:28]1>>[F:1][C:2]1[CH:7]=[C:6]([N:28]2[C@H:27]([CH3:26])[CH2:31][CH2:30][S:29]2(=[O:33])=[O:32])[CH:5]=[C:4]([F:9])[C:3]=1[C:10]([N:12]1[CH2:17][CH2:16][N:15]([C:18]2[C:23]([CH3:24])=[CH:22][C:21]([CH3:25])=[CH:20][N:19]=2)[CH2:14][CH2:13]1)=[O:11]. The yield is 55.8%. Reactants: FC1=C(C(=CC(=C1)I)F)C(=O)N1CCN(CC1)C1=NC=C(C=C1C)C ((2,6-difluoro-4-iodophenyl)[4-(3,5-dimethylpyridin-2-yl)piperazin-1-yl]methanone), C[C@H]1NS(CC1)(=O)=O ((R)-3-methylisothiazolidine 1,1-dioxide). Reactants: Cl.NO (Hydroxylamine hydrochloride), CN(/C=C/C(=O)C1=CC=C(C=C1)C=1N=C2N(C=C(C=C2)I)C1)C ((E)-3-(dimethylamino)-1-[4-(6-iodoimidazo[1,2-a]pyridin-2-yl)phenyl]-2-propen-1-one). Run in C(C)O (ethanol). The product is IC=1C=CC=2N(C1)C=C(N2)C2=CC=C(C=C2)C2=CC=NO2 (5-[4-(6-Iodoimidazo[1,2-a]pyridin-2-yl)phenyl]isooxazole). Yield: 24.9%. As a reaction SMILES: Cl.NO.C[N:5](C)/[CH:6]=[CH:7]/[C:8]([C:10]1[CH:15]=[CH:14][C:13]([C:16]2[N:17]=[C:18]3[CH:23]=[CH:22][C:21]([I:24])=[CH:20][N:19]3[CH:25]=2)=[CH:12][CH:11]=1)=[O:9]>C(O)C>[I:24][C:21]1[CH:22]=[CH:23][C:18]2[N:19]([CH:25]=[C:16]([C:13]3[CH:14]=[CH:15][C:10]([C:8]4[O:9][N:5]=[CH:6][CH:7]=4)=[CH:11][CH:12]=3)[N:17]=2)[CH:20]=1 |f:0.1|. Procedure: Hydroxylamine hydrochloride (53 mg) was added to a solution (5 mL) of (E)-3-(dimethylamino)-1-[4-(6-iodoimidazo[1,2-a]pyridin-2-yl)phenyl]-2-propen-1-one (104 mg) in ethanol, followed by refluxing for 2 hours. The solvent was evaporated, and the residue was purified through silica gel chromatography (dichloromethane:methanol=97:3), to thereby yield the title compound (24 mg).